Task: describe an organic reaction: reactants, conditions, products, and yield. Dataset: the Open Reaction Database (ORD), a public repository of structured organic reaction records The reactants are C(C)OP(OCC)(=O)C(C(CCC=C)C1CCOCC1)C#N ([1-cyano-2-(tetrahydro-pyran-4-yl)-hex-5-enyl]-phosphonic acid diethyl ester), ClCCl (dichloromethane), O (water), OS(=O)[O-].[Na+] (NaHSO3), [O-][Mn](=O)(=O)=O.[K+] (KMnO4). The reagents and catalysts are [Br-].C(CCC)[N+](CCCC)(CCCC)CCCC (tetrabutylammonium bromide). Solvent: C(C)(=O)O (acetic acid). Yields the product C(#N)C(C(CCC(=O)O)C1CCOCC1)P(=O)(OCC)OCC (5-Cyano-5-(diethoxy-phosphoryl)-4-(tetrahydro-pyran-4-yl)-pentanoic acid). As a reaction SMILES: [CH2:1]([O:3][P:4]([CH:9]([C:21]#[N:22])[CH:10]([CH:15]1[CH2:20][CH2:19][O:18][CH2:17][CH2:16]1)[CH2:11][CH2:12][CH:13]=C)(=[O:8])[O:5][CH2:6][CH3:7])[CH3:2].ClCCl.[O-:26][Mn](=O)(=O)=O.[K+].OS([O-])=O.[Na+].[OH2:37]>[Br-].C([N+](CCCC)(CCCC)CCCC)CCC.C(O)(=O)C>[C:21]([CH:9]([P:4]([O:5][CH2:6][CH3:7])([O:3][CH2:1][CH3:2])=[O:8])[CH:10]([CH:15]1[CH2:20][CH2:19][O:18][CH2:17][CH2:16]1)[CH2:11][CH2:12][C:13]([OH:26])=[O:37])#[N:22] |f:2.3,4.5,7.8|. Reported procedure: In a flask, [1-cyano-2-(tetrahydro-pyran-4-yl)-hex-5-enyl]-phosphonic acid diethyl ester (7.18 g, 21.6 mmol), dichloromethane (245 mL), acetic acid (70 mL), tetrabutylammonium bromide (490 mg), and water (210 mL) were combined and stirred at room temperature. KMnO4 (15.35 g, 97.2 mmol) was then added portionwise over the next 3 hours, and the reaction mixture was stirred overnight at room temperature. Solid NaHSO3 was added carefully until the reaction mixture became clear. The reaction mixture ... Reactants: O1C(CCCC1)OCCCCCCCCCC#C (11-tetrahydropyranyloxyundecyne), C(CCC)[Li] (n-butyllithium), NaH2PO4, BrCCCCCCCCCCCCCCCCCCCC (1-bromoeicosane). Solvent: C1CCOC1 (THF), CN(P(N(C)C)(N(C)C)=O)C (hexamethylphosphoric triamide), CCCCCC (hexane), C1CCOC1 (THF). Run at time 30 minute. Product: O1C(CCCC1)OCCCCCCCCCC#CCCCCCCCCCCCCCCCCCCCC (1-tetrahydropyranyloxy-hentriacont-10-yne). Yield: 61.6%. As a reaction SMILES: [O:1]1[CH2:6][CH2:5][CH2:4][CH2:3][CH:2]1[O:7][CH2:8][CH2:9][CH2:10][CH2:11][CH2:12][CH2:13][CH2:14][CH2:15][CH2:16][C:17]#[CH:18].C([Li])CCC.Br[CH2:25][CH2:26][CH2:27][CH2:28][CH2:29][CH2:30][CH2:31][CH2:32][CH2:33][CH2:34][CH2:35][CH2:36][CH2:37][CH2:38][CH2:39][CH2:40][CH2:41][CH2:42][CH2:43][CH3:44]>C1COCC1.CN(C)P(=O)(N(C)C)N(C)C.CCCCCC>[O:1]1[CH2:6][CH2:5][CH2:4][CH2:3][CH:2]1[O:7][CH2:8][CH2:9][CH2:10][CH2:11][CH2:12][CH2:13][CH2:14][CH2:15][CH2:16][C:17]#[C:18][CH2:44][CH2:43][CH2:42][CH2:41][CH2:40][CH2:39][CH2:38][CH2:37][CH2:36][CH2:35][CH2:34][CH2:33][CH2:32][CH2:31][CH2:30][CH2:29][CH2:28][CH2:27][CH2:26][CH3:25]. Reported procedure: 5 g (0.0198 mol) of 11-tetrahydropyranyloxyundecyne of Example 7 were placed in a mixture of 50 ml of THF and 25 ml of hexamethylphosphoric triamide under an argon atmosphere. At -60° C., 12.4 ml (0.0198 mol) of n-butyllithium in hexane were added dropwise. After 30 min at -60° C., a solution of 9.0 g (0.0248 mol) of 1-bromoeicosane in 25 ml of THF was added dropwise at -60° C. The mixture was left to warm up to room temperature. After 18 h at room temperature, it was poured into 25% aqueous NaH... Reactants: [H-].C(C(C)C)[Al+]CC(C)C (diisobutylaluminum hydride), C(C)OC(=O)C=1C=C2C=CN(C2=CC1)S(=O)(=O)CC[Si](C)(C)C (1-(2-trimethylsilanylethanesulfonyl)-1H-indole-5-carboxylic acid ethyl ester). Solvent: C1(=CC=CC=C1)C (toluene). Reaction conditions: temperature 0 celsius, time 45 minute. Product: C[Si](CCS(=O)(=O)N1C=CC2=CC(=CC=C12)CO)(C)C ([1-(2-Trimethylsilanyl-ethanesulfonyl)-1H-indol-5-yl]-methanol). RXN SMILES: [H-].C([Al+]CC(C)C)C(C)C.C([O:13][C:14]([C:16]1[CH:17]=[C:18]2[C:22](=[CH:23][CH:24]=1)[N:21]([S:25]([CH2:28][CH2:29][Si:30]([CH3:33])([CH3:32])[CH3:31])(=[O:27])=[O:26])[CH:20]=[CH:19]2)=O)C>C1(C)C=CC=CC=1>[CH3:31][Si:30]([CH3:33])([CH3:32])[CH2:29][CH2:28][S:25]([N:21]1[C:22]2[C:18](=[CH:17][C:16]([CH2:14][OH:13])=[CH:24][CH:23]=2)[CH:19]=[CH:20]1)(=[O:27])=[O:26] |f:0.1|. Reported procedure: A solution of diisobutylaluminum hydride (82.9 mL, 1M in toluene, 82.9 mmol) was added slowly at 0° C. to the solution of 1-(2-trimethylsilanylethanesulfonyl)-1H-indole-5-carboxylic acid ethyl ester (8.81 g, 25.9 mmol) in toluene (200 mL). After it was stirred at 0° C. for 45 min, the reaction was quenched by the addition of methanol (26 mL), pulverized sodium sulfate decahydrate (194 g) and celite (26 mL). The mixture was warmed up to room temperature in 1 h and filtered through a pad of celite... The reactants are C1(=CC=C(C=C1)SCCCCOC=1C=CC2=C(C(OC(N2)=O)(C)C)C1)C1=CC=CC=C1 (6-[4-(4-biphenylylmercapto)-butoxy]-4,4-dimethyl-4H-3,1-benzoxazin-2-one), OO (hydrogen peroxide). Product: C1(=CC=C(C=C1)S(=O)CCCCOC=1C=CC2=C(C(OC(N2)=O)(C)C)C1)C1=CC=CC=C1 (6-[4-(4-Biphenylylsulfinyl)-butoxy]-4,4-dimethyl-4H-3,1-benzoxazin-2-one). As a reaction SMILES: [C:1]1([C:26]2[CH:31]=[CH:30][CH:29]=[CH:28][CH:27]=2)[CH:6]=[CH:5][C:4]([S:7][CH2:8][CH2:9][CH2:10][CH2:11][O:12][C:13]2[CH:14]=[CH:15][C:16]3[NH:21][C:20](=[O:22])[O:19][C:18]([CH3:24])([CH3:23])[C:17]=3[CH:25]=2)=[CH:3][CH:2]=1.[OH:32]O>>[C:1]1([C:26]2[CH:27]=[CH:28][CH:29]=[CH:30][CH:31]=2)[CH:2]=[CH:3][C:4]([S:7]([CH2:8][CH2:9][CH2:10][CH2:11][O:12][C:13]2[CH:14]=[CH:15][C:16]3[NH:21][C:20](=[O:22])[O:19][C:18]([CH3:24])([CH3:23])[C:17]=3[CH:25]=2)=[O:32])=[CH:5][CH:6]=1. Reported procedure: Prepared analogously to Example 2 from 6-[4-(4-biphenylylmercapto)-butoxy]-4,4-dimethyl-4H-3,1-benzoxazin-2-one and hydrogen peroxide. Starting materials: [OH-].[Na+] (sodium hydroxide), ice water, Cl (hydrochloric acid), S1C(=CC=C1)C1C(C2=C(C(=C(C=C2C1)O)Cl)Cl)=O (2-thienyl-5-hydroxy-6,7-dichloro-1-indanone), C([O-])([O-])=O.[K+].[K+] (potassium carbonate), BrCC(=O)OCC (ethyl bromoacetate). Run in O (water), CN(C=O)C (dimethylformamide). Run at temperature 100 celsius. Yields the product O=C1C(CC2=CC(=C(C(=C12)Cl)Cl)OCC(=O)O)(C=1SC=CC1)C ([1-Oxo-2-methyl-2-(2-thienyl)-6,7-dichloro-5-indanyloxy]acetic acid). RXN SMILES: [S:1]1[CH:5]=[CH:4][CH:3]=[C:2]1[CH:6]1[CH2:14][C:13]2[C:8](=[C:9]([Cl:17])[C:10]([Cl:16])=[C:11]([OH:15])[CH:12]=2)[C:7]1=[O:18].[C:19](=O)([O-])[O-].[K+].[K+].Br[CH2:26][C:27]([O:29]CC)=[O:28].[OH-].[Na+].Cl>CN(C)C=O.O>[O:18]=[C:7]1[C:8]2[C:13](=[CH:12][C:11]([O:15][CH2:26][C:27]([OH:29])=[O:28])=[C:10]([Cl:16])[C:9]=2[Cl:17])[CH2:14][C:6]1([CH3:19])[C:2]1[S:1][CH:5]=[CH:4][CH:3]=1 |f:1.2.3,5.6|. Procedure: A stirred mixture of 2-methyl-2-(2-thienyl-5-hydroxy-6,7-dichloro-1-indanone (3.13 g., 0.01 mole), potassium carbonate (2.77 g., 0.02 mole) and ethyl bromoacetate (3.34 g., 0.02 mole) in dimethylformamide (40 ml.) is warmed at 55°-60° C. for 2 hours, then treated with water (40 ml.) -10N sodium hydroxide solution (4 ml., 0.04 mole) and heated at 100° C. for one hour. The reaction mixture is added slowly to crushed ice-water (700 ml.)-12N hydrochloric acid (10 ml.) to precipitate 1.78 g. of [1-ox... RXN SMILES: [Br:24][c:25]1[cH:26][cH:27][cH:28][cH:29][cH:30]1.[CH3:1][n:2]1[c:3](=[O:15])[c:4]([C:10]([O:12][CH2:11][CH3:13])=[O:14])[c:5]([OH:9])[cH:6][c:7]1[CH3:8].[CH3:31][O:32][C:33]([CH3:34])([CH3:35])[CH3:36].[CH3:37][CH2:38][CH2:39][CH2:40][CH2:41][CH3:42].[NH2:16][c:17]1[n:18][cH:19][c:20]([CH3:23])[cH:21][cH:22]1>>[CH3:1][n:2]1[c:3](=[O:15])[c:4]([C:10](=[O:12])[NH:16][c:17]2[n:18][cH:19][c:20]([CH3:23])[cH:21][cH:22]2)[c:5]([OH:9])[cH:6][c:7]1[CH3:8]. Yields the product Cc1ccc(NC(=O)c2c(O)cc(C)n(C)c2=O)nc1. The reactants are Brc1ccccc1, CCOC(=O)c1c(O)cc(C)n(C)c1=O, COC(C)(C)C, CCCCCC, Cc1ccc(N)nc1. The reactants are CCOC(=O)Cc1ccc(OCC=C(c2ccc(Br)cc2)c2ccc(Br)cc2)c(Cl)c1, C1CCOC1, CCO, [Na+], [OH-]. Product: O=C(O)Cc1ccc(OCC=C(c2ccc(Br)cc2)c2ccc(Br)cc2)c(Cl)c1. RXN SMILES: [CH2:1]([CH3:2])[O:3][C:4]([CH2:5][c:6]1[cH:7][c:8]([Cl:30])[c:9]([O:12][CH2:13][CH:14]=[C:15]([c:16]2[cH:17][cH:18][c:19]([Br:22])[cH:20][cH:21]2)[c:23]2[cH:24][cH:25][c:26]([Br:29])[cH:27][cH:28]2)[cH:10][cH:11]1)=[O:31].[CH2:34]1[O:35][CH2:36][CH2:37][CH2:38]1.[CH3:39][CH2:40][OH:41].[Na+:33].[OH-:32]>>[O:3]=[C:4]([CH2:5][c:6]1[cH:7][c:8]([Cl:30])[c:9]([O:12][CH2:13][CH:14]=[C:15]([c:16]2[cH:17][cH:18][c:19]([Br:22])[cH:20][cH:21]2)[c:23]2[cH:24][cH:25][c:26]([Br:29])[cH:27][cH:28]2)[cH:10][cH:11]1)[OH:31]. Starting materials: C([O-])([O-])=O.[K+].[K+] (potassium carbonate), ClC=1C=C(C=CC1OC(C)C)C1=NC(=NO1)C1=CC=CC=2CCNCCC21 (6-(5-{3-chloro-4-[(1-methyl ethyl)oxy]phenyl}-1,2,4-oxadiazol-3-yl)-2,3,4,5-tetrahydro-1H-3-benzazepine), base, BrCCC(=O)OC(C)(C)C (1,1-dimethylethyl 3-bromopropanoate). The solvent is C(Cl)Cl (DCM). Conditions: temperature 100 celsius. Product: amino ester, ClC=1C=C(C=CC1OC(C)C)C1=NC(=NO1)C1=CC=CC=2CCN(CCC21)CCC(=O)OC(C)(C)C (1,1-dimethylethyl 3-[6-(5-{3-chloro-4-[(1-methylethyl)oxy]phenyl}-1,2,4-oxadiazol-3-yl)-1,2,4,5-tetrahydro-3H-3-benzazepin-3-yl]propanoate). The yield is 25.4%. As a reaction SMILES: [Cl:1][C:2]1[CH:3]=[C:4]([C:12]2[O:16][N:15]=[C:14]([C:17]3[C:27]4[CH2:26][CH2:25][NH:24][CH2:23][CH2:22][C:21]=4[CH:20]=[CH:19][CH:18]=3)[N:13]=2)[CH:5]=[CH:6][C:7]=1[O:8][CH:9]([CH3:11])[CH3:10].C(=O)([O-])[O-].[K+].[K+].Br[CH2:35][CH2:36][C:37]([O:39][C:40]([CH3:43])([CH3:42])[CH3:41])=[O:38]>C(Cl)Cl>[Cl:1][C:2]1[CH:3]=[C:4]([C:12]2[O:16][N:15]=[C:14]([C:17]3[C:27]4[CH2:26][CH2:25][N:24]([CH2:35][CH2:36][C:37]([O:39][C:40]([CH3:43])([CH3:42])[CH3:41])=[O:38])[CH2:23][CH2:22][C:21]=4[CH:20]=[CH:19][CH:18]=3)[N:13]=2)[CH:5]=[CH:6][C:7]=1[O:8][CH:9]([CH3:10])[CH3:11] |f:1.2.3|. Reported procedure: In a 5 ml microwave reaction vessel was added 6-(5-{3-chloro-4-[(1-methyl ethyl)oxy]phenyl}-1,2,4-oxadiazol-3-yl)-2,3,4,5-tetrahydro-1H-3-benzazepine (Free base of Example 8, obtained by standard methods e.g. partitioning between organic and basic aqueous solvents and collecting organic solvent) (70 mg) in DMF (3 ml) to give a brown solution. Then potassium carbonate (101 mg) was added followed by 1,1-dimethylethyl 3-bromopropanoate (38.1 mg, 0.182 mmol). The reaction mixture was heated at 100° ...